This data is from the Open Reaction Database (ORD), a public repository of structured organic reaction records. The task is: describe an organic reaction: reactants, conditions, products, and yield The reactants are BrC=1C=C(C(=CC1C(F)(F)F)N)N (4-Bromo-5-trifluoromethyl-benzene-1,2-diamine), C(=O)O (formic acid). Conditions: temperature 120 celsius, time 6 hour. Yields the product BrC1=CC2=C(NC=N2)C=C1C(F)(F)F (5-bromo-6-trifluoromethyl-1H-benzimidazole). Reaction SMILES: [Br:1][C:2]1[CH:3]=[C:4]([NH2:13])[C:5]([NH2:12])=[CH:6][C:7]=1[C:8]([F:11])([F:10])[F:9].[CH:14](O)=O>>[Br:1][C:2]1[C:7]([C:8]([F:11])([F:10])[F:9])=[CH:6][C:5]2[NH:12][CH:14]=[N:13][C:4]=2[CH:3]=1. Procedure: 4-Bromo-5-trifluoromethyl-benzene-1,2-diamine (200 mg, 0.785 mmol) was dissolved in formic acid (3 ml), and the mixture was stirred at 120° C. for six hours. The reaction solution was concentrated, and water was added to the resulting residue, followed by extraction with ethyl acetate. The organic layer was washed with water and saturated brine, dried over anhydrous sodium sulfate and concentrated under reduced pressure to give 5-bromo-6-trifluoromethyl-1H-benzimidazole (201 mg) as a crude compo... Reactants: COC1=C(CCO)C=CC=C1OC (2,3-dimethoxyphenethyl alcohol), C(C)OC(CCl)OCC (chloroacetaldehyde diethyl acetal), Cl (hydrochloric acid). Solvent: O (water). Product: ClCC1OCCC2=C(C(=CC=C12)OC)OC (1-chloromethyl-5,6-dimethoxyisochroman). The yield is 82.6%. Reaction SMILES: [CH3:1][O:2][C:3]1[C:11]([O:12][CH3:13])=[CH:10][CH:9]=[CH:8][C:4]=1[CH2:5][CH2:6][OH:7].C(O[CH:17](OCC)[CH2:18][Cl:19])C.Cl>O>[Cl:19][CH2:18][CH:17]1[C:8]2[C:4](=[C:3]([O:2][CH3:1])[C:11]([O:12][CH3:13])=[CH:10][CH:9]=2)[CH2:5][CH2:6][O:7]1. Reported procedure: A mixture of 30 g of 2,3-dimethoxyphenethyl alcohol, 30 g of chloroacetaldehyde diethyl acetal and 50 ml of concentrated hydrochloric acid was heated at 60°-80° C for 1 hour and, after cooling, the reaction mixture was diluted with water. The resultant oily precipitate was extracted into ethyl acetate, rinsed with water, dehydrated and concentrated under reduced pressure. The residue was then recrystallized from petroleum ether. By the above procedure was obtained 33 g of 1-chloromethyl-5,6-dime... The reactants are C1CCOC1, COc1ccc(N)cc1O, Cc1cc(C(=O)Nc2cccc(C(=O)c3ccc4c(c3)NC(=O)C4=CO)c2)n(C)n1. The product is COc1ccc(NC=C2C(=O)Nc3cc(C(=O)c4cccc(NC(=O)c5cc(C)nn5C)c4)ccc32)cc1O. Reaction SMILES: [CH2:41]1[O:42][CH2:43][CH2:44][CH2:45]1.[NH2:31][c:32]1[cH:33][cH:34][c:35]([O:39][CH3:40])[c:36]([OH:38])[cH:37]1.[OH:1][CH:2]=[C:3]1[C:4](=[O:30])[NH:5][c:6]2[cH:7][c:8]([C:12](=[O:13])[c:14]3[cH:15][c:16]([NH:20][C:21](=[O:22])[c:23]4[n:24]([CH3:29])[n:25][c:26]([CH3:28])[cH:27]4)[cH:17][cH:18][cH:19]3)[cH:9][cH:10][c:11]21>>[CH:2](=[C:3]1[C:4](=[O:30])[NH:5][c:6]2[cH:7][c:8]([C:12](=[O:13])[c:14]3[cH:15][c:16]([NH:20][C:21](=[O:22])[c:23]4[n:24]([CH3:29])[n:25][c:26]([CH3:28])[cH:27]4)[cH:17][cH:18][cH:19]3)[cH:9][cH:10][c:11]21)[NH:31][c:32]1[cH:33][cH:34][c:35]([O:39][CH3:40])[c:36]([OH:38])[cH:37]1.